This data is from the Open Reaction Database (ORD), a public repository of structured organic reaction records. The task is: describe an organic reaction: reactants, conditions, products, and yield Starting materials: N1N=C(C2=CC=CC=C12)C(=O)O (1H-indazole-3-carboxylic acid), C(=O)(N1C=NC=C1)N1C=NC=C1 (1,1'-carbonyldiimidazole), NCCN1CCOCC1 (4-(2-aminoethyl)morpholine). Yields the product N1(CCOCC1)CCNC(=O)C1=NNC2=CC=CC=C12 (N-[2-(4-morpholinyl)ethyl]-1H-indazole-3-carboxamide). Isolated yield 24.3%. Reaction SMILES: [NH:1]1[C:9]2[C:4](=[CH:5][CH:6]=[CH:7][CH:8]=2)[C:3]([C:10]([OH:12])=O)=[N:2]1.C(N1C=CN=C1)(N1C=CN=C1)=O.[NH2:25][CH2:26][CH2:27][N:28]1[CH2:33][CH2:32][O:31][CH2:30][CH2:29]1>>[N:28]1([CH2:27][CH2:26][NH:25][C:10]([C:3]2[C:4]3[C:9](=[CH:8][CH:7]=[CH:6][CH:5]=3)[NH:1][N:2]=2)=[O:12])[CH2:33][CH2:32][O:31][CH2:30][CH2:29]1. Procedure details: Same procedure followed as described in Example 1. The following amounts were used: 1H-indazole-3-carboxylic acid (0.65 g, 4 mmol), 1,1'-carbonyldiimidazole (0.65 g, 4 mmol) and 4-(2-aminoethyl)morpholine (0.52 mL, 4 mmol). The ethyl acetate extracts were evaporated to 0.468 g solid. Crystallization from ethyl acetate provided 0.267 g colorless crystals. Mass spectrum, m+ =274. Reactants: O=C([O-])[O-], CN(C)C=O, [Cl-], CCC#CCOc1cc(Cl)ncn1, Oc1cccc(F)c1F, [K+], [K+], [NH4+]. Product: CCC#CCOc1cc(Oc2cccc(F)c2F)ncn1. Reaction SMILES: [C:14](=[O:15])([O-:16])[O-:17].[CH3:31][N:32]([CH3:33])[CH:34]=[O:35].[Cl-:29].[Cl:1][c:2]1[n:3][cH:4][n:5][c:6]([O:8][CH2:9][C:10]#[C:11][CH2:12][CH3:13])[cH:7]1.[F:20][c:21]1[c:22]([OH:28])[cH:23][cH:24][cH:25][c:26]1[F:27].[K+:18].[K+:19].[NH4+:30]>>[c:2]1([O:28][c:22]2[c:21]([F:20])[c:26]([F:27])[cH:25][cH:24][cH:23]2)[n:3][cH:4][n:5][c:6]([O:8][CH2:9][C:10]#[C:11][CH2:12][CH3:13])[cH:7]1. Reactants: S (Hydrogen sulfide), C(C)O (ethanol), C(#N)C(NC(=O)C=1C=NN(C1)C)C=1OC=CC1 (N-(cyano-2-furanylmethyl)-1-methyl-1H-pyrazol-4-carboxamide). The solvent is C(C)N(CC)CC (triethylamine). Reaction conditions: time 1 hour. Yields the product O1C(=CC=C1)C(NC(=O)C=1C=NN(C1)C)C(N)=S (N-[2-furanyl(thiocarbamoyl)-methyl]-1-methyl-1H-pyrazole-4-carboxamide). As a reaction SMILES: [SH2:1].C(O)C.[C:5]([CH:7]([C:17]1[O:18][CH:19]=[CH:20][CH:21]=1)[NH:8][C:9]([C:11]1[CH:12]=[N:13][N:14]([CH3:16])[CH:15]=1)=[O:10])#[N:6]>C(N(CC)CC)C>[O:18]1[CH:19]=[CH:20][CH:21]=[C:17]1[CH:7]([C:5](=[S:1])[NH2:6])[NH:8][C:9]([C:11]1[CH:12]=[N:13][N:14]([CH3:16])[CH:15]=1)=[O:10]. Procedure: Hydrogen sulfide was blown into an ethanol solution containing 1.4 g of the N-(cyano-2-furanylmethyl)-1-methyl-1H-pyrazol-4-carboxamide as obtained in the above process and 0.7 g of triethylamine, for 1 hour, and the whole was stirred for 1 hour under cooling with ice and then for a further 2 hours at room temperature. Afterwards, the crystal formed was taken out by filtration, washed with chloroform and then dried, to obtain 1.1 g of the intended N-[2-furanyl(thiocarbamoyl)-methyl]-1-methyl-1H-...